describe an organic reaction: reactants, conditions, products, and yield From a dataset of the Open Reaction Database (ORD), a public repository of structured organic reaction records. Starting materials: NCC1(CCN(CC1)C(=O)OC(C)(C)C)F (tert-butyl 4-aminomethyl-4-fluoropiperidine-1-carboxylate), [N+](=O)([O-])C1=CC=C(OC(=O)OCC2=CC(=NO2)C(=O)OCC)C=C1 (ethyl 5-(4-nitrophenoxycarbonyloxymethyl)isoxazole-3-carboxylate). Yields the product C(C)OC(=O)C1=NOC(=C1)COC(=O)NCC1(CCN(CC1)C(=O)OC(C)(C)C)F (tert-Butyl 4-[(3-ethoxycarbonylisoxazol-5-ylmethoxy-carbonylamino)methyl]-4-fluoropiperidine-1-carboxylate). Yield: 25.5%. RXN SMILES: [NH2:1][CH2:2][C:3]1([F:16])[CH2:8][CH2:7][N:6]([C:9]([O:11][C:12]([CH3:15])([CH3:14])[CH3:13])=[O:10])[CH2:5][CH2:4]1.[N+](C1C=CC([O:24][C:25]([O:27][CH2:28][C:29]2[O:33][N:32]=[C:31]([C:34]([O:36][CH2:37][CH3:38])=[O:35])[CH:30]=2)=O)=CC=1)([O-])=O>>[CH2:37]([O:36][C:34]([C:31]1[CH:30]=[C:29]([CH2:28][O:27][C:25]([NH:1][CH2:2][C:3]2([F:16])[CH2:4][CH2:5][N:6]([C:9]([O:11][C:12]([CH3:13])([CH3:15])[CH3:14])=[O:10])[CH2:7][CH2:8]2)=[O:24])[O:33][N:32]=1)=[O:35])[CH3:38]. Reported procedure: The process is performed according to the procedure described in Example 1 (step 1.6.). Starting with 0.70 g (3.01 mmol) of tert-butyl 4-aminomethyl-4-fluoropiperidine-1-carboxylate (commercial) and 1.11 g (3.31 mmol) of ethyl 5-(4-nitrophenoxycarbonyloxymethyl)isoxazole-3-carboxylate, obtained in step 14.1., 0.33 g of pure product is obtained in the form of an orange-coloured oil. Starting materials: COC1=CC(=C(C=C1)[N+](=O)[O-])C (4-methoxy-2-methyl-1-nitrobenzene), BrN1C(CCC1=O)=O (N-bromosuccinimide). Run in CC#N (CH3CN). Conditions: temperature 140 celsius, time 8 hour. Product: BrC1=C(C=C(C(=C1)[N+](=O)[O-])C)OC (1-Bromo-2-methoxy-4-methyl-5-nitrobenzene). Reaction SMILES: [CH3:1][O:2][C:3]1[CH:8]=[CH:7][C:6]([N+:9]([O-:11])=[O:10])=[C:5]([CH3:12])[CH:4]=1.[Br:13]N1C(=O)CCC1=O>CC#N>[Br:13][C:8]1[CH:7]=[C:6]([N+:9]([O-:11])=[O:10])[C:5]([CH3:12])=[CH:4][C:3]=1[O:2][CH3:1]. Procedure: To a solution of nitrobenzene 11 (2.2 g, 13.1 mmol) in CH3CN (8 mL) in a pressure tube was added N-bromosuccinimide (8.2 g, 45.8 mmol). The tube was sealed and the contents were heated to 140° C. overnight on an oil bath. The reaction mixture turned brownish-red overnight. After the reaction was quenched with saturated aqueous Na2S2O3 solution (150 mL), the product was extracted with Et2O (2×150 mL), dried (Na2SO4), and purified by chromatography (hexane/EtOAc 3:1) to afford brominated product 1... The reactants are CC[Si](CC)(CC)B1OC(C)(C)C(C)(C)O1 (effective_coupling_partner), CC(C)(C)C(=O)Oc1ccccc1c2ccccc2 (substrate). Reagents/catalysts: PCy3. Reaction conditions: temperature 80 celsius, time 8.5 hour. The product is CC[Si](CC)(CC)c1ccccc1c2ccccc2. Starting materials: O=[O+][O-] (Ozone), O=C1C=C(CC(C)(C)C1)C (Isophorone), manganous acetate, O=C1C=C(CC(C)(C)C1)C (isophorone), C(C)(=O)O (acetic acid), Mn(OAc)2. The solvent is O (water). Conditions: time 6 hour. Product: O=C(CC(CC(=O)O)(C)C)C (5-keto-3,3-dimethylhexanoic acid). The yield is 87.0%. RXN SMILES: [O:1]=[C:2]1[CH2:9]C(C)(C)[CH2:5][C:4]([CH3:10])=[CH:3]1.[C:11]([OH:14])(=[O:13])[CH3:12].O=[O+][O-]>O>[O:1]=[C:2]([CH3:9])[CH2:3][C:4]([CH3:10])([CH3:5])[CH2:12][C:11]([OH:14])=[O:13]. Reported procedure: Isophorone was ozonized in the presence of 0.23% manganous acetate. For the reaction 43 grams isophorone, 120 grams acetic acid, 60 grams water and 100 milligrams Mn(OAc)2. 4H2O were charged to the reactor and ozonized in the usual manner at ambient temperature and pressure. The essentially colorless reaction mixture developed a slight greenish coloration after about three hours and after six hours was dark brown. Ozone addition was terminated at this point. The absence of active oxygen made any... Starting materials: CN(C)C=O, C[S+](C)C, C=C(C(C)=O)c1ccc(C)cc1, [H-], [I-], [Na+]. The product is CC(=O)C1(c2ccc(C)cc2)CC1. As a reaction SMILES: [CH3:20][N:21]([CH3:22])[CH:23]=[O:24].[CH3:4][S+:5]([CH3:6])[CH3:7].[CH3:8][c:9]1[cH:10][cH:11][c:12]([C:15]([C:16]([CH3:17])=[O:18])=[CH2:19])[cH:13][cH:14]1.[H-:1].[I-:3].[Na+:2]>>[CH2:4]1[C:15]([c:12]2[cH:11][cH:10][c:9]([CH3:8])[cH:14][cH:13]2)([C:16]([CH3:17])=[O:18])[CH2:19]1. Reactants: C(C)(=O)NC(C(=O)OCC)C(C)=O (ethyl 2-acetamido-3-oxobutanoate), C(C)(=O)NC(C(=O)OCC)C(C)=O (ethyl 2-acetamido-3-oxobutanoate), NC1=CC=CC=C1 (aniline), NC1=CC=CC=C1 (aniline), C(C)(=O)O (acetic acid), C(CCC)#N (butyronitrile). The product is CC=1N(C(=C(N1)C(=O)OCC)C)C1=NC=CC=C1 (Ethyl 2,5-dimethyl-1-(pyridin-2-yl)-1H-imidazole-4-carboxylate). Isolated yield 14.0%. As a reaction SMILES: [C:1]([NH:4][CH:5]([C:11](=O)[CH3:12])[C:6]([O:8][CH2:9][CH3:10])=[O:7])(=O)[CH3:2].[NH2:14][C:15]1C=[CH:19][CH:18]=[CH:17][CH:16]=1.C(O)(=O)C.C(#[N:29])CCC>>[CH3:2][C:1]1[N:29]([C:15]2[CH:16]=[CH:17][CH:18]=[CH:19][N:14]=2)[C:11]([CH3:12])=[C:5]([C:6]([O:8][CH2:9][CH3:10])=[O:7])[N:4]=1. Reported procedure: To a solution of ethyl 2-acetamido-3-oxobutanoate (compound 10, 2.0 g, 10.6 mmol), aniline (compound 11b, 2.0 g, 21.3 mmol) in butyronitrile (15 mL) was added acetic acid (1.2 mL, 21.3 mmol) at room temperature. The reaction mixture was irradiated in a microwave reactor (Biotage Initiator™) for 40 minutes at 160° C. The mixture was concentrated under reduced pressure. The crude product was purified by preparative HPLC (purification system, Gilson) to provide the title compound (340 mg, 14%) as a... The reactants are ClCCl, COC(=O)C1CCC(Cn2ccc(N)n2)CC1, Cn1ccc(NC(=O)C(CC2CCCC2)c2ccc(S(C)(=O)=O)c(Cl)c2)n1, O=C(Cl)C(=O)Cl, Cc1cccc(C)n1. The product is COC(=O)C1CCC(Cn2ccc(NC(=O)C(CC3CCCC3)c3ccc(S(C)(=O)=O)c(Cl)c3)n2)CC1. As a reaction SMILES: [CH2:59]([Cl:60])[Cl:61].[CH3:42][O:43][C:44](=[O:45])[CH:46]1[CH2:47][CH2:48][CH:49]([CH2:52][n:53]2[cH:54][cH:55][c:56]([NH2:57])[n:58]2)[CH2:50][CH2:51]1.[Cl:1][c:2]1[cH:3][c:4]([CH:12]([C:13](=[O:14])[NH:15][c:16]2[n:17][n:18]([CH3:21])[cH:19][cH:20]2)[CH2:22][CH:23]2[CH2:24][CH2:25][CH2:26][CH2:27]2)[cH:5][cH:6][c:7]1[S:8](=[O:9])(=[O:10])[CH3:11].[Cl:28][C:29]([C:30]([Cl:31])=[O:32])=[O:33].[n:34]1[c:35]([CH3:36])[cH:37][cH:38][cH:39][c:40]1[CH3:41]>>[Cl:1][c:2]1[cH:3][c:4]([CH:12]([C:13](=[O:14])[NH:15][c:16]2[n:17][n:18]([CH2:21][CH:49]3[CH2:48][CH2:47][CH:46]([C:44]([O:43][CH3:42])=[O:45])[CH2:51][CH2:50]3)[cH:19][cH:20]2)[CH2:22][CH:23]2[CH2:24][CH2:25][CH2:26][CH2:27]2)[cH:5][cH:6][c:7]1[S:8](=[O:9])(=[O:10])[CH3:11]. Reaction conditions: temperature 80 celsius, time 12 hour. Product: O=C(OCC)C1=C(Br)C=C(C=C1Br)B2OC(C)(C)C(O2)(C)C. Run in O1CCCC1. The yield is 65.0%. The reactants are O=C(OCC)C=1C(Br)=CC=CC1Br. Reagents/catalysts: O=C1C=CC=2C=CC=C(C3=CN=C(C=C3)C=4N=CC=CC4)C2N1, [K].OC(C)(C)C, O1B(OC(C)(C)C1(C)C)B2OC(C)(C)C(O2)(C)C, C[OH2+].C[OH2+].C1CC=CCCC=C1.C1CC=CCCC=C1.[Ir].[Ir]. The reactants are CCN(C1CCN(CCNC(=O)Nc2cc(C)nc(C)c2)CC1)S(=O)(=O)c1cc(Br)ccc1OC, CO. The product is CCN(C1CCN(CCNC(=O)Nc2cc(C)nc(C)c2)CC1)S(=O)(=O)c1ccccc1OC. Reaction SMILES: [Br:1][c:2]1[cH:3][cH:4][c:5]([O:34][CH3:35])[c:6]([S:8](=[O:9])(=[O:10])[N:11]([CH2:12][CH3:13])[CH:14]2[CH2:15][CH2:16][N:17]([CH2:20][CH2:21][NH:22][C:23](=[O:24])[NH:25][c:26]3[cH:27][c:28]([CH3:33])[n:29][c:30]([CH3:32])[cH:31]3)[CH2:18][CH2:19]2)[cH:7]1.[CH3:36][OH:37]>>[cH:2]1[cH:3][cH:4][c:5]([O:34][CH3:35])[c:6]([S:8](=[O:9])(=[O:10])[N:11]([CH2:12][CH3:13])[CH:14]2[CH2:15][CH2:16][N:17]([CH2:20][CH2:21][NH:22][C:23](=[O:24])[NH:25][c:26]3[cH:27][c:28]([CH3:33])[n:29][c:30]([CH3:32])[cH:31]3)[CH2:18][CH2:19]2)[cH:7]1.